This data is from the Open Reaction Database (ORD), a public repository of structured organic reaction records. The task is: describe an organic reaction: reactants, conditions, products, and yield Reactants: C(C)(=O)C=1C(=C(C(=C(C1)Cl)F)C1CN(C1)C(=O)OC(C)(C)C)OCC (tert-butyl 3-(3-acetyl-5-chloro-2-ethoxy-6-fluorophenyl)azetidine-1-carboxylate), [BH4-].[Na+] (sodium tetrahydroborate). Yields the product ClC=1C(=C(C(=C(C1)C(C)O)OCC)C1CN(C1)C(=O)OC(C)(C)C)F (tert-Butyl 3-[3-chloro-6-ethoxy-2-fluoro-5-(1-hydroxyethyl)phenyl]azetidine-1-carboxylate). Reaction SMILES: [C:1]([C:4]1[C:5]([O:23][CH2:24][CH3:25])=[C:6]([CH:12]2[CH2:15][N:14]([C:16]([O:18][C:19]([CH3:22])([CH3:21])[CH3:20])=[O:17])[CH2:13]2)[C:7]([F:11])=[C:8]([Cl:10])[CH:9]=1)(=[O:3])[CH3:2].[BH4-].[Na+]>>[Cl:10][C:8]1[C:7]([F:11])=[C:6]([CH:12]2[CH2:13][N:14]([C:16]([O:18][C:19]([CH3:20])([CH3:22])[CH3:21])=[O:17])[CH2:15]2)[C:5]([O:23][CH2:24][CH3:25])=[C:4]([CH:1]([OH:3])[CH3:2])[CH:9]=1 |f:1.2|. Reported procedure: This compound was prepared according to the procedure of Example 13 Step 5, using tert-butyl 3-(3-acetyl-5-chloro-2-ethoxy-6-fluorophenyl)azetidine-1-carboxylate and sodium tetrahydroborate as the starting materials. LCMS calculated for C18H25ClFNO4Na (M+Na)+: m/z=396.1; Found: 396.1. The reactants are O=C(O)c1cccc(-c2cccc(Cl)c2)n1, CNC(=O)C(N)C(C)(C)C. The product is CNC(=O)C(NC(=O)c1cccc(-c2cccc(Cl)c2)n1)C(C)(C)C. RXN SMILES: [Cl:1][c:2]1[cH:3][c:4](-[c:8]2[cH:9][cH:10][cH:11][c:12]([C:14](=[O:15])[OH:16])[n:13]2)[cH:5][cH:6][cH:7]1.[NH2:17][CH:18]([C:19](=[O:20])[NH:21][CH3:22])[C:23]([CH3:24])([CH3:25])[CH3:26]>>[Cl:1][c:2]1[cH:3][c:4](-[c:8]2[cH:9][cH:10][cH:11][c:12]([C:14](=[O:16])[NH:17][CH:18]([C:19](=[O:20])[NH:21][CH3:22])[C:23]([CH3:24])([CH3:25])[CH3:26])[n:13]2)[cH:5][cH:6][cH:7]1. Yields the product OCCOCC=1C=C(C#N)C=CC1 (3-[(2-hydroxyethoxy)methyl]benzonitrile). The solvent is C(CO)O (ethylene glycol). As a reaction SMILES: O[N:2]=[C:3]([C:5]1[CH:10]=[CH:9][CH:8]=[C:7]([CH2:11][O:12][CH2:13][CH2:14][O:15]C)[CH:6]=1)N.BrCC1C=C(C=CC=1)C#N>C(O)CO>[OH:15][CH2:14][CH2:13][O:12][CH2:11][C:7]1[CH:6]=[C:5]([CH:10]=[CH:9][CH:8]=1)[C:3]#[N:2]. Reactants: ON=C(N)C1=CC(=CC=C1)COCCOC (N′-hydroxy-3-[(2-methoxyethoxy)methyl]benzenecarboximidamide), BrCC=1C=C(C#N)C=CC1 (3-(bromomethyl)benzonitrile). Procedure details: The title compound was obtained following procedure described for Intermediate 75 but starting from 3-(bromomethyl)benzonitrile (1 g, 5.1 mmol) and ethylene glycol (10 mL) to give the title compound as a yellowish oil. 1H NMR (DMSO-d6, 300 MHz) δ 7.80 (bs, 1H), 7.76-7.74 (m, 2H), 7.69-7.67 (m, 1H), 7.59-7.53 (m, 1H), 4.68 (t, J=5.4 Hz, 1H), 4.55 (s, 2H), 3.58-3.53 (m, 2H), 3.50-3.46 (m, 2H). HPLC (Method A) Rt 2.31 min (Purity: 83.5%). Reactants: O (Water), C(C)(C)(C)OC(=O)NCC1CCN(CC1)CCCCCN (5-(4-tert-butoxycarbonylaminomethylpiperidin-1-yl)pentylamine), C(C1=CC=CC=C1)=O (benzaldehyde), [BH4-].[Na+] (sodium borohydride). Run in C(C)O (ethanol). Run at time 2 hour. Yields the product C(C1=CC=CC=C1)NCCCCCN1CCC(CC1)CNC(=O)OC(C)(C)C (N-benzyl-5-(4-tert-butoxycarbonylaminomethylpiperidin-1-yl)pentylamine). Yield: 56.9%. Reaction SMILES: [C:1]([O:5][C:6]([NH:8][CH2:9][CH:10]1[CH2:15][CH2:14][N:13]([CH2:16][CH2:17][CH2:18][CH2:19][CH2:20][NH2:21])[CH2:12][CH2:11]1)=[O:7])([CH3:4])([CH3:3])[CH3:2].[CH:22](=O)[C:23]1[CH:28]=[CH:27][CH:26]=[CH:25][CH:24]=1.[BH4-].[Na+].O>C(O)C>[CH2:22]([NH:21][CH2:20][CH2:19][CH2:18][CH2:17][CH2:16][N:13]1[CH2:12][CH2:11][CH:10]([CH2:9][NH:8][C:6]([O:5][C:1]([CH3:4])([CH3:3])[CH3:2])=[O:7])[CH2:15][CH2:14]1)[C:23]1[CH:28]=[CH:27][CH:26]=[CH:25][CH:24]=1 |f:2.3|. Procedure details: A solution (150 ml) of 5-(4-tert-butoxycarbonylaminomethylpiperidin-1-yl)pentylamine (5.0 g) and benzaldehyde (2.0 g) in ethanol was stirred at 70° C. for 3 hr. After cooling, sodium borohydride (1.40 g) was added, and the mixture was stirred at room temperature for 2 hr. Water was added to the reaction mixture, and the mixture was extracted with ethyl acetate. The organic layer was washed with brine, dried and the solvent was evaporated under reduced pressure. The obtained residue was purified ... Reactants: COC(=O)C=1C(=CC=C(C1)C(N)=S)C1=C(C=CC=C1)[N+](=O)[O-] (2′-nitro-4-thiocarbamoyl-biphenyl-2-carboxylic acid methyl ester), COC(=O)C=1C(=CC=C(C1)C(N)=S)C1=C(C=CC=C1)[N+](=O)[O-] (2′-nitro-4-thiocarbamoyl-biphenyl-2-carboxylic acid methyl ester), FC(OC1=CC=C(C(CBr)=O)C=C1)(F)F (4-(trifluoromethoxy)phenacyl bromide). The product is [N+](=O)([O-])C1=C(C=CC=C1)C=1C(=CC(=CC1)C=1SC=C(N1)C1=CC=C(C=C1)OC(F)(F)F)C(=O)O (2′-Nitro-4-[4-(4-trifluoromethoxy-phenyl)-thiazol-2-yl]-biphenyl-2-carboxylic acid). Yield: 62.0%. Reaction SMILES: C[O:2][C:3]([C:5]1[C:6]([C:14]2[CH:19]=[CH:18][CH:17]=[CH:16][C:15]=2[N+:20]([O-:22])=[O:21])=[CH:7][CH:8]=[C:9]([C:11](=[S:13])[NH2:12])[CH:10]=1)=[O:4].[F:23][C:24]([F:37])([F:36])[O:25][C:26]1[CH:35]=[CH:34][C:29]([C:30](=O)[CH2:31]Br)=[CH:28][CH:27]=1>>[N+:20]([C:15]1[CH:16]=[CH:17][CH:18]=[CH:19][C:14]=1[C:6]1[C:5]([C:3]([OH:2])=[O:4])=[CH:10][C:9]([C:11]2[S:13][CH:31]=[C:30]([C:29]3[CH:28]=[CH:27][C:26]([O:25][C:24]([F:23])([F:36])[F:37])=[CH:35][CH:34]=3)[N:12]=2)=[CH:8][CH:7]=1)([O-:22])=[O:21]. Reported procedure: 2′-Nitro-4-[4-(4-trifluoromethoxy-phenyl)-thiazol-2-yl]-biphenyl-2-carboxylic acid (190 mg, 62%) was prepared from 2′-nitro-4-thiocarbamoyl-biphenyl-2-carboxylic acid methyl ester (which may be prepared as described for Intermediate 4) and 4-(trifluoromethoxy)phenacyl bromide (available from Matrix Scientific) using the procedure described for the preparation of Example 1. 1H NMR (300 MHz, DMSO-d6) δ 13.17 (s, 1H), 8.58 (d, J=2.0 Hz, 1H), 8.13-8.28 (m, 4H), 7.63-7.82 (m, 2H), 7.41-7.51 (m, 4H). Starting materials: COC1=CC=CC(=N1)C(=O)N1C[C@@H](NCC1)C ((6-methoxy-pyridin-2-yl)-((S)-3-methyl-piperazin-1-yl)-methanone), ClC=1C=C(C=CC1)N1N=C(N=C1)C(=O)O (1-(3-chloro-phenyl)-1H-[1,2,4]-triazole-3-carboxylic acid), CN(C)C(=[N+](C)C)ON1C2=C(C=CC=C2)N=N1.[B-](F)(F)(F)F (TBTU), CCN(C(C)C)C(C)C (DIPEA), ice water. The solvent is CN(C)C=O (DMF). Conditions: time 12 hour. The product is ClC=1C=C(C=CC1)N1N=C(N=C1)C(=O)N1[C@H](CN(CC1)C(=O)C1=NC(=CC=C1)OC)C ((S)-{4-[1-(3-Chloro-phenyl)-1H-[1,2,4]triazole-3-carbonyl]-3-methyl-piperazin-1-yl}-(6-methoxy-pyridin-2-yl)-methanone). As a reaction SMILES: [CH3:1][O:2][C:3]1[N:8]=[C:7]([C:9]([N:11]2[CH2:16][CH2:15][NH:14][C@@H:13]([CH3:17])[CH2:12]2)=[O:10])[CH:6]=[CH:5][CH:4]=1.[Cl:18][C:19]1[CH:20]=[C:21]([N:25]2[CH:29]=[N:28][C:27]([C:30](O)=[O:31])=[N:26]2)[CH:22]=[CH:23][CH:24]=1.CN(C(ON1N=NC2C=CC=CC1=2)=[N+](C)C)C.[B-](F)(F)(F)F.CCN(C(C)C)C(C)C>CN(C=O)C>[Cl:18][C:19]1[CH:20]=[C:21]([N:25]2[CH:29]=[N:28][C:27]([C:30]([N:14]3[CH2:15][CH2:16][N:11]([C:9]([C:7]4[CH:6]=[CH:5][CH:4]=[C:3]([O:2][CH3:1])[N:8]=4)=[O:10])[CH2:12][C@@H:13]3[CH3:17])=[O:31])=[N:26]2)[CH:22]=[CH:23][CH:24]=1 |f:2.3|. Procedure details: A mixture of 71 mg (0.30 mmol) (6-methoxy-pyridin-2-yl)-((S)-3-methyl-piperazin-1-yl)-methanone, 67 mg (0.30 mmol) 1-(3-chloro-phenyl)-1H-[1,2,4]-triazole-3-carboxylic acid, 0.11 g (0.33 mmol) TBTU and 77 μL (0.450 mmol) DIPEA in 5.0 mL DMF was stirred at RT for 12 h. The reaction mixture was poured into ice water and extracted with EtOAc. The combined organic phases were dried over sodium sulfate, filtered and concentrated in vacuo. The reactants are [BH4-].[Na+] (Sodium borohydride), C(C)(=O)C=1OC=C(N1)C(=O)N[C@H](CN1N=C(C=C1)C1=CC(=C(C=C1)C#N)Cl)C ((S)-2-acetyl-N-(1-(3-(3-chloro-4-cyanophenyl)-1H-pyrazol-1-yl)propan-2-yl)oxazole-4-carboxamide), crude product. The solvent is C(C)O (ethanol). Reaction conditions: time 8 hour. The product is ClC=1C=C(C=CC1C#N)C1=NN(C=C1)C[C@H](C)NC(=O)C=1N=C(OC1)C(C)O (N—((S)-1-(3-(3-chloro-4-cyanophenyl)-1H-pyrazol-1-yl)propan-2-yl)-2-(1-hydroxyethyl)oxazole-4-carboxamide). The yield is 89.0%. RXN SMILES: [BH4-].[Na+].[C:3]([C:6]1[O:7][CH:8]=[C:9]([C:11]([NH:13][C@@H:14]([CH3:30])[CH2:15][N:16]2[CH:20]=[CH:19][C:18]([C:21]3[CH:26]=[CH:25][C:24]([C:27]#[N:28])=[C:23]([Cl:29])[CH:22]=3)=[N:17]2)=[O:12])[N:10]=1)(=[O:5])[CH3:4]>C(O)C>[Cl:29][C:23]1[CH:22]=[C:21]([C:18]2[CH:19]=[CH:20][N:16]([CH2:15][C@@H:14]([NH:13][C:11]([C:9]3[N:10]=[C:6]([CH:3]([OH:5])[CH3:4])[O:7][CH:8]=3)=[O:12])[CH3:30])[N:17]=2)[CH:26]=[CH:25][C:24]=1[C:27]#[N:28] |f:0.1|. Procedure details: Sodium borohydride (0.019 g, 0.498 mmol) was added into a flask and the atmosphere was replaced with nitrogen. Dry ethanol was added and the reaction mixture was cooled to 0° C. (S)-2-acetyl-N-(1-(3-(3-chloro-4-cyanophenyl)-1H-pyrazol-1-yl)propan-2-yl)oxazole-4-carboxamide (0.099 g, 0 0.249 mmol) was added and the reaction mixture was warmed slowly to RT while stirring overnight. The crude product was cooled to 0° C., the pH was adjusted to 6 and the mixture was evaporated. 5% of DCM/MeOH was ad...